From a dataset of the Open Reaction Database (ORD), a public repository of structured organic reaction records. describe an organic reaction: reactants, conditions, products, and yield Conditions: temperature -78 celsius, time 0.5 hour. Product: BrC1=CC=CC(=N1)C(O)(C1=CC=CC=C1)C1=CC=CC=C1 ((6-Bromopyridin-2-yl)diphenylmethanol). Yield: 35.0%. Solvent: C1CCOC1 (THF). As a reaction SMILES: C([Li])CCC.Br[C:7]1[CH:12]=[CH:11][CH:10]=[C:9]([Br:13])[N:8]=1.[C:14]([C:22]1[CH:27]=[CH:26][CH:25]=[CH:24][CH:23]=1)(=[O:21])[C:15]1[CH:20]=[CH:19][CH:18]=[CH:17][CH:16]=1>C1COCC1>[Br:13][C:9]1[N:8]=[C:7]([C:14]([C:15]2[CH:20]=[CH:19][CH:18]=[CH:17][CH:16]=2)([C:22]2[CH:27]=[CH:26][CH:25]=[CH:24][CH:23]=2)[OH:21])[CH:12]=[CH:11][CH:10]=1. Procedure: At −78° C. a 2.5 M solution of n-butyl lithium in hexanes (18.6 mL, 46.4 mmol, 1.1 equiv) was added dropwise to 2,6-dibromopyridine (1) (10.0 g, 42.2 mmol, 1.0 equiv) in THF (780 mL). The solution was then stirred for 20 min at which point benzophenone (8.07 g, 44.3 mmol, 1.05 equiv) was added. The reaction was allowed to stir an additional 0.5 hr at −78° C., at this time the cooling bath was removed and the reaction allowed to warm room temperature. The reaction was stirred at room temperature ... Starting materials: solution, C(CCC)[Li] (n-butyl lithium), hexanes, BrC1=NC(=CC=C1)Br (2,6-dibromopyridine), C(C1=CC=CC=C1)(=O)C1=CC=CC=C1 (benzophenone). The reactants are ClC1=C(C=C(C=C1)N1CCN(CC1)C(CN1C(OC2=C1C=CC(=C2)O)=O)=O)OC (3-{2-[4-(4-chloro-3-methoxy-phenyl)-piperazin-1-yl]-2-oxo-ethyl}-6-hydroxy-3H-benzooxazol-2-one), ClCC(=O)OCC (ethyl chloroacetate), C([O-])([O-])=O.[Cs+].[Cs+] (cesium carbonate). Solvent: CN(C)C=O (DMF), C(C)(=O)OCC (ethyl acetate). Reaction conditions: time 8 hour. The product is C(C)OC(COC1=CC2=C(N(C(O2)=O)CC(=O)N2CCN(CC2)C2=CC(=C(C=C2)Cl)OC)C=C1)=O ((3-{2-[4-(4-Chloro-3-methoxy-phenyl)-piperazin-1-yl]-2-oxo-ethyl}-2-oxo-2,3-dihydro-benzooxazol-6-yloxy)-acetic acid ethyl ester). Reaction SMILES: [Cl:1][C:2]1[CH:7]=[CH:6][C:5]([N:8]2[CH2:13][CH2:12][N:11]([C:14](=[O:27])[CH2:15][N:16]3[C:20]4[CH:21]=[CH:22][C:23]([OH:25])=[CH:24][C:19]=4[O:18][C:17]3=[O:26])[CH2:10][CH2:9]2)=[CH:4][C:3]=1[O:28][CH3:29].Cl[CH2:31][C:32]([O:34][CH2:35][CH3:36])=[O:33].C(=O)([O-])[O-].[Cs+].[Cs+]>CN(C=O)C.C(OCC)(=O)C>[CH2:35]([O:34][C:32](=[O:33])[CH2:31][O:25][C:23]1[CH:22]=[CH:21][C:20]2[N:16]([CH2:15][C:14]([N:11]3[CH2:10][CH2:9][N:8]([C:5]4[CH:6]=[CH:7][C:2]([Cl:1])=[C:3]([O:28][CH3:29])[CH:4]=4)[CH2:13][CH2:12]3)=[O:27])[C:17](=[O:26])[O:18][C:19]=2[CH:24]=1)[CH3:36] |f:2.3.4|. Reported procedure: A mixture of 3-{2-[4-(4-chloro-3-methoxy-phenyl)-piperazin-1-yl]-2-oxo-ethyl}-6-hydroxy-3H-benzooxazol-2-one (44) (300 mg, 0.72 mmol, 1 eq), ethyl chloroacetate (132 mg, 1.08 mmol, 1.5 eq), cesium carbonate (467 mg, 1.43 mmol, 2 eq) in DMF (2 ml) was stirred at rt overnight. The reaction mixture was diluted with ethyl acetate, washed with water, and purified by flash chromatography to provide (3-{2-[4-(4-chloro-3-methoxy-phenyl)-piperazin-1-yl]-2-oxo-ethyl}-2-oxo-2,3-dihydro-benzooxazol-6-yloxy)...